This data is from the Open Reaction Database (ORD), a public repository of structured organic reaction records. The task is: describe an organic reaction: reactants, conditions, products, and yield Reactants: Nc1ccc(Br)cc1, Cc1ccccc1, CC(C)(C#N)c1ccccc1F. Yields the product CC(C)(C(=N)Nc1ccc(Br)cc1)c1ccccc1F. Reaction SMILES: [Br:1][c:2]1[cH:3][cH:4][c:5]([NH2:6])[cH:7][cH:8]1.[CH3:21][c:22]1[cH:23][cH:24][cH:25][cH:26][cH:27]1.[F:9][c:10]1[c:11]([C:16]([C:17]#[N:18])([CH3:19])[CH3:20])[cH:12][cH:13][cH:14][cH:15]1>>[Br:1][c:2]1[cH:3][cH:4][c:5]([NH:6][C:17]([C:16]([c:11]2[c:10]([F:9])[cH:15][cH:14][cH:13][cH:12]2)([CH3:19])[CH3:20])=[NH:18])[cH:7][cH:8]1. Starting materials: OO (hydrogen peroxide), OO (hydrogen peroxide), O.[OH-].[Li+] (lithium hydroxide monohydrate), Cl (hydrochloric acid), S(=O)([O-])[O-].[Na+].[Na+] (sodium sulphite), C(O)([O-])=O.[Na+] (sodium hydrogen carbonate), C(C1=CC=CC=C1)[C@@H]1N(C(OC1)=O)C([C@H](C1(CCCC1)C)NC(OC(C)(C)C)=O)=O (tert-butyl (S)-2-((S)-4-benzyl-2-oxooxazolidin-3-yl)-1-(1-methyl cyclopentyl)-2-oxoethylcarbamate), O.[OH-].[Li+] (Lithium hydroxide monohydrate). The solvent is O (Water), O (water), O1CCCC1 (tetrahydrofuran), O (water), O (water). Run at temperature 0 celsius, time 1 hour. Product: C(C)(C)(C)OC(=O)N[C@H](C(=O)O)C1(CCCC1)C ((S)-2-(tert-butoxycarbonylamino)-2-(1-methylcyclopentyl)acetic acid). Yield: 75.3%. As a reaction SMILES: OO.C([C@H]1COC(=O)N1[C:16](=[O:32])[C@@H:17]([NH:24][C:25](=[O:31])[O:26][C:27]([CH3:30])([CH3:29])[CH3:28])[C:18]1([CH3:23])[CH2:22][CH2:21][CH2:20][CH2:19]1)C1C=CC=CC=1.O.[OH-].[Li+].S([O-])([O-])=[O:37].[Na+].[Na+].C(=O)([O-])O.[Na+].Cl>O1CCCC1.O>[C:27]([O:26][C:25]([NH:24][C@@H:17]([C:18]1([CH3:23])[CH2:19][CH2:20][CH2:21][CH2:22]1)[C:16]([OH:32])=[O:37])=[O:31])([CH3:28])([CH3:29])[CH3:30] |f:2.3.4,5.6.7,8.9|. Procedure: Aqueous hydrogen peroxide solution (30% 1.15 mL) was added to a stirred solution of Boc-protected intermediate (135) (1.02 g, 2.45 mmol) in a mixture of tetrahydrofuran (30 mL) and water (9 mL) at 0° C. Lithium hydroxide monohydrate (128 mg, 3.04 mmol) was added then the mixture was stirred at 0° C. for 1 h, then overnight at ambient temperature. A further aliquot of hydrogen peroxide solution (30% 0.575 mL) was added followed by lithium hydroxide monohydrate (64 mg and stirring continued at amb... Reactants: C(C)N=C=O (ethyl isocyanate), ON1C(CC(CC1(C)C)O)(C)C (1,4-dihydroxy-2,2,6,6-tetramethylpiperidine). Solvent: ClCCCl (1,2-dichloroethane). Conditions: temperature 70 celsius, time 30 hour. Product: C(C)NC(OC1CC(N(C(C1)(C)C)OC(NCC)=O)(C)C)=O (1-Ethylcarbamoyloxy-2,2,6,6-tetramethylpiperidin-4-yl ethylcarbamate). Yield: 78.7%. RXN SMILES: [CH2:1]([N:3]=[C:4]=[O:5])[CH3:2].[OH:6][N:7]1[C:12]([CH3:14])([CH3:13])[CH2:11][CH:10]([OH:15])[CH2:9][C:8]1([CH3:17])[CH3:16]>ClCCCl>[CH2:1]([NH:3][C:4](=[O:5])[O:15][CH:10]1[CH2:11][C:12]([CH3:13])([CH3:14])[N:7]([O:6][C:4](=[O:5])[NH:3][CH2:1][CH3:2])[C:8]([CH3:17])([CH3:16])[CH2:9]1)[CH3:2]. Procedure: 20 ml (0.26 mol) of ethyl isocyanate are added dropwise under nitrogen to 10.0 g (0.058 mol) of 1,4-dihydroxy-2,2,6,6-tetramethylpiperidine, prepared as described by Paleos C. M. et al., loc. cit., in 100 ml of 1,2-dichloroethane. The mixture is stirred at 70° C. for 30 hours and then evaporated to dryness on a rotary evaporator. Recrystallization of the residue from xylene gives 14.4 g (77%) of the compound 117 as colourless crystals; melting point: 149-151° C. Starting materials: CS(=O)(=O)N (methanesulfonamide), N12CCCCCC2=NCCC1 (1,8-diazabicyclo[5,4,0]undec-7-ene), C(C)(C)(C)OC(=O)N1[C@H]2[C@@H](C[C@@H]([C@H]1C(=O)N1[C@@H](CCC1)C#N)C2)OCC(=O)O ([((1R,3S,4S,6R)-2-(tert-Butoxycarbonyl)-3-{[(2S)-2-cyano-1-pyrrolidinyl]carbonyl}-2-azabicyclo[2.2.1]hept-6-yl)oxy]acetic acid). Run in CN(C=O)C (dimethylformamide). Run at time 30 minute. Product: C(#N)[C@H]1N(CCC1)C(=O)[C@H]1N([C@H]2[C@@H](C[C@@H]1C2)OCC(=O)NS(=O)(=O)C)C(=O)OC(C)(C)C (tert-Butyl (1R,3S,4S,6R)-3-{[(2S)-2-cyano-1-pyrrolidinyl]carbonyl}-6-{2-[(methylsulfonyl)amino]-2-oxoethoxy}-2-azabicyclo[2.2.1]heptane-2-carboxylate). As a reaction SMILES: [C:1]([O:5][C:6]([N:8]1[C@H:13]([C:14]([N:16]2[CH2:20][CH2:19][CH2:18][C@H:17]2[C:21]#[N:22])=[O:15])[C@H:12]2[CH2:23][C@@H:9]1[C@H:10]([O:24][CH2:25][C:26](O)=[O:27])[CH2:11]2)=[O:7])([CH3:4])([CH3:3])[CH3:2].[CH3:29][S:30]([NH2:33])(=[O:32])=[O:31].N12CCCN=C1CCCCC2>CN(C)C=O>[C:21]([C@@H:17]1[CH2:18][CH2:19][CH2:20][N:16]1[C:14]([C@@H:13]1[C@H:12]2[CH2:23][C@H:9]([C@H:10]([O:24][CH2:25][C:26]([NH:33][S:30]([CH3:29])(=[O:32])=[O:31])=[O:27])[CH2:11]2)[N:8]1[C:6]([O:5][C:1]([CH3:4])([CH3:3])[CH3:2])=[O:7])=[O:15])#[N:22]. Procedure details: To a solution of [((1R,3S,4S,6R)-2-(tert-butoxycarbonyl)-3-{[(2S)-2-cyano-1-pyrrolidinyl]carbonyl}-2-azabicyclo[2.2.1]hept-6-yl)oxy]acetic acid obtained in Example 15-2 (195 mg) in dimethylformamide (2.5 mL), was added 1,1′-carbonyldiimodazole (165 mg). The mixture was stirred at room temperature. After 30 minutes, methanesulfonamide (66 mg) and 1,8-diazabicyclo[5,4,0]undec-7-ene (106 mg) were added, and the resulting mixture was stirred at room temperature for 12 hrs. Reactants: Cc1ccccc1, Cc1ncc(CO)c(C)c1OCc1ccc(C#N)cc1. Yields the product Cc1ncc(C=O)c(C)c1OCc1ccc(C#N)cc1. As a reaction SMILES: [CH3:21][c:22]1[cH:23][cH:24][cH:25][cH:26][cH:27]1.[OH:1][CH2:2][c:3]1[c:4]([CH3:20])[c:5]([O:10][CH2:11][c:12]2[cH:13][cH:14][c:15]([C:16]#[N:17])[cH:18][cH:19]2)[c:6]([CH3:9])[n:7][cH:8]1>>[O:1]=[CH:2][c:3]1[c:4]([CH3:20])[c:5]([O:10][CH2:11][c:12]2[cH:13][cH:14][c:15]([C:16]#[N:17])[cH:18][cH:19]2)[c:6]([CH3:9])[n:7][cH:8]1. Starting materials: CNc1nn(-c2ccccc2)cc1C=O, CN(C)C=O, COc1cc(CCl)ccc1OCc1nc(-c2ccco2)oc1C, [H-], [Na+], O. Yields the product COc1cc(CN(C)c2nn(-c3ccccc3)cc2C=O)ccc1OCc1nc(-c2ccco2)oc1C. RXN SMILES: [CH3:1][NH:2][c:3]1[n:4][n:5](-[c:10]2[cH:11][cH:12][cH:13][cH:14][cH:15]2)[cH:6][c:7]1[CH:8]=[O:9].[CH3:42][N:43]([CH3:44])[CH:45]=[O:46].[Cl:18][CH2:19][c:20]1[cH:21][c:22]([O:39][CH3:40])[c:23]([O:24][CH2:25][c:26]2[n:27][c:28](-[c:32]3[o:33][cH:34][cH:35][cH:36]3)[o:29][c:30]2[CH3:31])[cH:37][cH:38]1.[H-:16].[Na+:17].[OH2:41]>>[CH3:1][N:2]([c:3]1[n:4][n:5](-[c:10]2[cH:11][cH:12][cH:13][cH:14][cH:15]2)[cH:6][c:7]1[CH:8]=[O:9])[CH2:19][c:20]1[cH:21][c:22]([O:39][CH3:40])[c:23]([O:24][CH2:25][c:26]2[n:27][c:28](-[c:32]3[o:33][cH:34][cH:35][cH:36]3)[o:29][c:30]2[CH3:31])[cH:37][cH:38]1. Starting materials: NC1=C(OCC(=O)N2[C@@H](CN(CC2)CC2=CC=C(C=C2)F)C)C=CC(=C1)Cl (2-(2-amino-4-chloro-phenoxy)-1-[4-(4-fluoro-benzyl)-(2R)-2-methyl-piperazin-1-yl]-ethanone), N1=CC=CC=C1 (pyridine), ClC(=O)OC1=CC=C(C=C1)[N+](=O)[O-] (4-nitrophenyl chloroformate). Solvent: ClCCl (dichloromethane). Conditions: time 1 hour. Product: [N+](=O)([O-])C1=CC=C(C=C1)OC(NC1=C(C=CC(=C1)Cl)OCC(=O)N1[C@@H](CN(CC1)CC1=CC=C(C=C1)F)C)=O ((5-Chloro-2-{2-[4-(4-fluoro-benzyl)-(2R)-2-methyl-piperazin-1-yl]-2-oxo-ethoxy}-phenyl)-carbamic acid 4-nitro-phenyl ester). Yield: 99.7%. As a reaction SMILES: [NH2:1][C:2]1[CH:26]=[C:25]([Cl:27])[CH:24]=[CH:23][C:3]=1[O:4][CH2:5][C:6]([N:8]1[CH2:13][CH2:12][N:11]([CH2:14][C:15]2[CH:20]=[CH:19][C:18]([F:21])=[CH:17][CH:16]=2)[CH2:10][C@H:9]1[CH3:22])=[O:7].N1C=CC=CC=1.Cl[C:35]([O:37][C:38]1[CH:43]=[CH:42][C:41]([N+:44]([O-:46])=[O:45])=[CH:40][CH:39]=1)=[O:36]>ClCCl>[N+:44]([C:41]1[CH:40]=[CH:39][C:38]([O:37][C:35](=[O:36])[NH:1][C:2]2[CH:26]=[C:25]([Cl:27])[CH:24]=[CH:23][C:3]=2[O:4][CH2:5][C:6]([N:8]2[CH2:13][CH2:12][N:11]([CH2:14][C:15]3[CH:20]=[CH:19][C:18]([F:21])=[CH:17][CH:16]=3)[CH2:10][C@H:9]2[CH3:22])=[O:7])=[CH:43][CH:42]=1)([O-:46])=[O:45]. Reported procedure: To a solution of 2-(2-amino-4-chloro-phenoxy)-1-[4-(4-fluoro-benzyl)-(2R)-2-methyl-piperazin-1-yl]-ethanone (0.14 g, 0.36 mmol) in dichloromethane (5 mL) was added pyridine (0.032 mL, 0.39 mmol) and 4-nitrophenyl chloroformate (0.079 g, 0.39 mmol). The reaction was stirred at ambient temperature for one hour and concentrated in vacuo to give the title compound (0.20 g). The reactants are C[Si]([N-][Si](C)(C)C)(C)C.[Li+] (lithium hexamethyldisilazide), C(C)(C)[C@H]1C=C(CCN1C(=O)OCC=C)C=1N=C(SC1)S (allyl (6S)-6-isopropyl-4-(2-mercapto-1,3-thiazol-4-yl)-3,6-dihydro-1(2 H)-pyridinecarboxylate), ice water, O(C1=CC=CC=C1)P(OC1=C(N2C([C@@H]([C@H]2[C@H]1C)[C@@H](C)O[Si](C)(C)C)=O)C(=O)OCC=C)OC1=CC=CC=C1 (allyl (4R,5R,6S)-3-[(diphenoxyphosphino)oxy]-4-methyl-7-oxo-6-{(1R)-1-[(trimethylsilyl)oxy]ethyl}-1-azabicyclo[3.2.0]hept-2-ene-2-carboxylate), C(C)#N (acetonitrile). The solvent is C1CCOC1 (THF), C1CCOC1 (THF). Reaction conditions: time 15 minute. Product: C(C=C)OC(=O)N1CCC(=C[C@@H]1C(C)C)C=1N=C(SC1)SC1=C(N2C([C@@H]([C@H]2[C@H]1C)[C@@H](C)O[Si](C)(C)C)=O)C(=O)OCC=C (allyl (4R,5S,6S)-3-[(4-{(6S)-1-[(allyloxy)carbonyl]-6-isopropyl-1,2,3,6-tetrahydro-4-pyridinyl}-1,3-thiazol-2-yl)sulfanyl]-4-methyl-7-oxo-6-{(1R)-1-[(trimethylsilyl)oxy]ethyl}-1-azabicyclo[3.2.0]hept-2-ene-2-carboxylate). The yield is 61.0%. Reaction SMILES: C[Si](C)(C)[N-][Si](C)(C)C.[Li+].[CH:11]([C@@H:14]1[N:19]([C:20]([O:22][CH2:23][CH:24]=[CH2:25])=[O:21])[CH2:18][CH2:17][C:16]([C:26]2[N:27]=[C:28]([SH:31])[S:29][CH:30]=2)=[CH:15]1)([CH3:13])[CH3:12].O(P(OC1C=CC=CC=1)O[C:41]1[C@H:47]([CH3:48])[C@H:46]2[N:43]([C:44](=[O:56])[C@@H:45]2[C@H:49]([O:51][Si:52]([CH3:55])([CH3:54])[CH3:53])[CH3:50])[C:42]=1[C:57]([O:59][CH2:60][CH:61]=[CH2:62])=[O:58])C1C=CC=CC=1.C(#N)C>C1COCC1>[CH2:23]([O:22][C:20]([N:19]1[C@@H:14]([CH:11]([CH3:13])[CH3:12])[CH:15]=[C:16]([C:26]2[N:27]=[C:28]([S:31][C:41]3[C@H:47]([CH3:48])[C@H:46]4[N:43]([C:44](=[O:56])[C@@H:45]4[C@H:49]([O:51][Si:52]([CH3:53])([CH3:54])[CH3:55])[CH3:50])[C:42]=3[C:57]([O:59][CH2:60][CH:61]=[CH2:62])=[O:58])[S:29][CH:30]=2)[CH2:17][CH2:18]1)=[O:21])[CH:24]=[CH2:25] |f:0.1|. Procedure details: A solution of lithium hexamethyldisilazide in THF (1M, 0.62 ml, 0.62 mmol) was added at 0–5° C. to a solution of allyl (6S)-6-isopropyl-4-(2-mercapto-1,3-thiazol-4-yl)-3,6-dihydro-1(2 H)-pyridinecarboxylate (202 mg, 0.62 mmol) in THF (11.0 ml) and the mixture was stirred for 15 minutes. To the reaction solution was added at 0° C. a solution of allyl (4R,5R,6S)-3-[(diphenoxyphosphino)oxy]-4-methyl-7-oxo-6-{(1R)-1-[(trimethylsilyl)oxy]ethyl}-1-azabicyclo[3.2.0]hept-2-ene-2-carboxylate in acetonitr... The reactants are C([O-])([O-])=O.[Na+].[Na+] (sodium carbonate), product, ClCCCCCC[C@@H]1[C@@H]2C=3C=CC(=CC3CC[C@]2([C@@H]2CC[C@@H]([C@@]2(C)C1)O)C=C)O (11β-(6-Chlorohexyl)-8-vinyl-estra-1,3,5(10)-triene-3,17β-diol), CN (methylamine). Yields the product CNCCCCCC[C@@H]1[C@@H]2C=3C=CC(=CC3CC[C@]2([C@@H]2CC[C@@H]([C@@]2(C)C1)O)C=C)O (11β-[6-(Methylamino)hexyl]-8-vinylestra-1,3,5(10)-triene-3,17β-diol). Reaction SMILES: [CH3:1][NH2:2].C(=O)([O-])[O-].[Na+].[Na+].Cl[CH2:10][CH2:11][CH2:12][CH2:13][CH2:14][CH2:15][C@H:16]1[CH2:33][C@@:31]2([CH3:32])[C@@H:27]([CH2:28][CH2:29][C@@H:30]2[OH:34])[C@@:26]2([CH:35]=[CH2:36])[C@H:17]1[C:18]1[CH:19]=[CH:20][C:21]([OH:37])=[CH:22][C:23]=1[CH2:24][CH2:25]2>>[CH3:1][NH:2][CH2:10][CH2:11][CH2:12][CH2:13][CH2:14][CH2:15][C@H:16]1[CH2:33][C@@:31]2([CH3:32])[C@@H:27]([CH2:28][CH2:29][C@@H:30]2[OH:34])[C@@:26]2([CH:35]=[CH2:36])[C@H:17]1[C:18]1[CH:19]=[CH:20][C:21]([OH:37])=[CH:22][C:23]=1[CH2:24][CH2:25]2 |f:1.2.3|. Reported procedure: In the reaction with methylamine (40% in water, 3 ml/mmol) with the addition of sodium carbonate analogously to instructions 17.2, 155 mg of product mixture 30b yields 152 mg of amine 31b as a colorless solid (GC-MS: m/z theor.: 411, pract.: 411).